From a dataset of the Open Reaction Database (ORD), a public repository of structured organic reaction records. describe an organic reaction: reactants, conditions, products, and yield Starting materials: c1ccc(CCNC2CCOCC2)cc1, CO, Cl. Yields the product CNC1CCOCC1, Cl. As a reaction SMILES: [CH2:1]([c:2]1[cH:3][cH:4][cH:5][cH:6][cH:7]1)[CH2:8][NH:9][CH:10]1[CH2:11][CH2:12][O:13][CH2:14][CH2:15]1.[CH3:17][OH:18].[ClH:16]>>[CH3:8][NH:9][CH:10]1[CH2:11][CH2:12][O:13][CH2:14][CH2:15]1.[ClH:16]. Isolated yield 817.5%. Solvent: CN(C)C=O (DMF). Procedure: 4-Acetylbenzoic acid (4.00 g, 24.4 mmol), 5-aminotetrazole monohydrate (3.00 g, 2.91 mmol) and ethyl dimethylaminopropyl carbodiimide hydrochloride (7.00 g, 3.55 mmol) were dissolved in DMF (25 mL) and stirred at ambient temperature for 48 hours. The reaction mixture was poured into ice-water, and the precipitate collected by filtration to afford 5.50 g (98%) of pure 4-acetyl-N-(2H-tetrazol-5-yl)benzamide after drying overnight in a vacuum oven. Reaction conditions: time 48 hour. The reactants are ice water, C(C)(=O)C1=CC=C(C(=O)O)C=C1 (4-Acetylbenzoic acid), O.NC1=NN=NN1 (5-aminotetrazole monohydrate), Cl.C(C)N=C=NCCCN(C)C (ethyl dimethylaminopropyl carbodiimide hydrochloride). RXN SMILES: [C:1]([C:4]1[CH:12]=[CH:11][C:7]([C:8](O)=[O:9])=[CH:6][CH:5]=1)(=[O:3])[CH3:2].O.[NH2:14][C:15]1[NH:19][N:18]=[N:17][N:16]=1.Cl.C(N=C=NCCCN(C)C)C>CN(C=O)C>[C:1]([C:4]1[CH:12]=[CH:11][C:7]([C:8]([NH:14][C:15]2[N:16]=[N:17][NH:18][N:19]=2)=[O:9])=[CH:6][CH:5]=1)(=[O:3])[CH3:2] |f:1.2,3.4|. Product: C(C)(=O)C1=CC=C(C(=O)NC=2N=NNN2)C=C1 (4-acetyl-N-(2H-tetrazol-5-yl)benzamide). Starting materials: C(C=C)N(S(=O)(=O)C(F)(F)F)CC (N-allyl-N-ethyltrifluoromethanesulfonamide), C(C)OP(OCC)[O-] (diethylphosphite). Product: C(C)N(S(=O)(=O)C(F)(F)F)CCCP(OCC)(=O)OCC (diethyl 3-(N-ethyltrifluoromethanesulfonamido)propanephosphonate). As a reaction SMILES: [CH2:1]([N:4]([CH2:12][CH3:13])[S:5]([C:8]([F:11])([F:10])[F:9])(=[O:7])=[O:6])[CH:2]=[CH2:3].[CH2:14]([O:16][P:17]([O-:21])[O:18][CH2:19][CH3:20])[CH3:15]>>[CH2:12]([N:4]([CH2:1][CH2:2][CH2:3][P:17]([O:18][CH2:19][CH3:20])(=[O:21])[O:16][CH2:14][CH3:15])[S:5]([C:8]([F:11])([F:9])[F:10])(=[O:7])=[O:6])[CH3:13]. Procedure: Following the procedure of Example 1, N-allyl-N-ethyltrifluoromethanesulfonamide (b.p. 395° C. at 1.50-0.35 torr) was reacted with diethylphosphite to produce diethyl 3-(N-ethyltrifluoromethanesulfonamido)propanephosphonate (b.p. 147°-155° C. at 0.25 torr). Following the procedure of Example 2, this phosphonate was hydrolyzed to produce the corresponding phosphonic acid (m.p. 137.5°-139.5° C.). The reactants are C(CC)N(CCC)CC1N(CCCC1)CCNC(=O)N1C2=C(NC(C3=C1C=CC=C3)=O)C=CC=N2 (5,11-dihydro-11-[[[2-[2-[(dipropylamino)methyl]-piperidin-1-yl]ethyl]amino]carbonyl]-6H-pyrido[2,3-b][1,4]benzodiazepin-6-one), CS(=O)(=O)O (methanesulphonic acid). The solvent is C(C)#N (acetonitrile), C(C)#N (acetonitrile), C(C)(=O)OCC (ethyl acetate). Reaction conditions: temperature 70 celsius, time 14 hour. Yields the product CS(=O)(=O)O.C(CC)N(CCC)CC1N(CCCC1)CCNC(=O)N1C2=C(NC(C3=C1C=CC=C3)=O)C=CC=N2 (5,11-Dihydro-11-[[[2-[2-[(dipropylamino)methyl]-piperidin-1-yl]ethyl]amino]carbonyl]-6H-pyrido[2,3-b][1,4]benzodiazepin-6-one methanesulphonate). RXN SMILES: [CH2:1]([N:4]([CH2:8][CH:9]1[CH2:14][CH2:13][CH2:12][CH2:11][N:10]1[CH2:15][CH2:16][NH:17][C:18]([N:20]1[C:26]2[CH:27]=[CH:28][CH:29]=[CH:30][C:25]=2[C:24](=[O:31])[NH:23][C:22]2[CH:32]=[CH:33][CH:34]=[N:35][C:21]1=2)=[O:19])[CH2:5][CH2:6][CH3:7])[CH2:2][CH3:3].[CH3:36][S:37]([OH:40])(=[O:39])=[O:38]>C(#N)C.C(OCC)(=O)C>[CH3:36][S:37]([OH:40])(=[O:39])=[O:38].[CH2:1]([N:4]([CH2:8][CH:9]1[CH2:14][CH2:13][CH2:12][CH2:11][N:10]1[CH2:15][CH2:16][NH:17][C:18]([N:20]1[C:26]2[CH:27]=[CH:28][CH:29]=[CH:30][C:25]=2[C:24](=[O:31])[NH:23][C:22]2[CH:32]=[CH:33][CH:34]=[N:35][C:21]1=2)=[O:19])[CH2:5][CH2:6][CH3:7])[CH2:2][CH3:3] |f:4.5|. Procedure: To a suspension of 56.2 g (0.1174 mol) of 5,11-dihydro-11-[[[2-[2-[(dipropylamino)methyl]-piperidin-1-yl]ethyl]amino]carbonyl]-6H-pyrido[2,3-b][1,4]benzodiazepin-6-one in a mixture of 100 ml of acetonitrile and 100 ml of ethyl acetate, a solution of 11.3 g (0.1176 mol) of methanesulphonic acid in 74 ml of acetonitrile was added dropwise whilst cooling with ice and stirring. After removal of the ice bath the mixture was heated to 70° C., 574 ml of acetic acid were added dropwise to the now clear ... Reactants: BrC(C(=O)C=1C=CC2=C(N(C(S2)=O)C)C1)C (5-(2-bromopropionyl)-3-methyl-2-benzothiazolinone), NC1=NC=CC=C1 (2-aminopyridine). Product: CC1=C(N=C2N1C=CC=C2)C=2C=CC1=C(N(C(S1)=O)C)C2 (5-(3-Methylimidazo[1,2-a]pyridin-2-yl)-3-methyl-2-benzothiazolinone). The yield is 50.8%. RXN SMILES: Br[CH:2]([CH3:16])[C:3]([C:5]1[CH:6]=[CH:7][C:8]2[S:12][C:11](=[O:13])[N:10]([CH3:14])[C:9]=2[CH:15]=1)=O.[NH2:17][C:18]1[CH:23]=[CH:22][CH:21]=[CH:20][N:19]=1>>[CH3:16][C:2]1[N:19]2[CH:20]=[CH:21][CH:22]=[CH:23][C:18]2=[N:17][C:3]=1[C:5]1[CH:6]=[CH:7][C:8]2[S:12][C:11](=[O:13])[N:10]([CH3:14])[C:9]=2[CH:15]=1. Reported procedure: 5-(3-Methylimidazo[1,2-a]pyridin-2-yl)-3-methyl-2-benzothiazolinone (1.5 g) was prepared in the substantially same manner as that of Example 4 from 5-(2-bromopropionyl)-3-methyl-2-benzothiazolinone (3.0 g) and 2-aminopyridine (2.3 g). Reactants: N1(CCOCC1)C1=NC=C(C=N1)O (2-(Morpholin-4-yl)pyrimidin-5-ol), BrCC=1C(=C(C(=O)OCC)C=CC1)F (ethyl 3-(bromomethyl)-2-fluorobenzoate), CC#N (MeCN), C([O-])([O-])=O.[K+].[K+] (potassium carbonate). Run in CN(C)C=O (DMF), C1CCOC1 (THF). Run at time 1 hour. The product is FC1=C(C(=O)OCC)C=CC=C1COC=1C=NC(=NC1)N1CCOCC1 (ethyl 2-fluoro-3-({[2-(morpholin-4-yl)pyrimidin-5-yl]oxy}methyl)benzoate). Isolated yield 63.2%. As a reaction SMILES: [N:1]1([C:7]2[N:12]=[CH:11][C:10]([OH:13])=[CH:9][N:8]=2)[CH2:6][CH2:5][O:4][CH2:3][CH2:2]1.Br[CH2:15][C:16]1[C:17]([F:27])=[C:18]([CH:24]=[CH:25][CH:26]=1)[C:19]([O:21][CH2:22][CH3:23])=[O:20].CC#N.C(=O)([O-])[O-].[K+].[K+]>CN(C=O)C.C1COCC1>[F:27][C:17]1[C:16]([CH2:15][O:13][C:10]2[CH:11]=[N:12][C:7]([N:1]3[CH2:6][CH2:5][O:4][CH2:3][CH2:2]3)=[N:8][CH:9]=2)=[CH:26][CH:25]=[CH:24][C:18]=1[C:19]([O:21][CH2:22][CH3:23])=[O:20] |f:3.4.5|. Reported procedure: 2-(Morpholin-4-yl)pyrimidin-5-ol (300 mg) and ethyl 3-(bromomethyl)-2-fluorobenzoate (850 mg) were mixed with MeCN (5 ml), THF (2 ml) and DMF (1 ml), and potassium carbonate was added thereto, followed by stirring at room temperature for 1 hour. The reaction mixture was concentrated under reduced pressure, and EtOAc and water were then added thereto. The organic layer was dried over Na2SO4 and concentrated under reduced pressure. The obtained residue was purified by silica gel column chromatogra...